Dataset: the Open Reaction Database (ORD), a public repository of structured organic reaction records. Task: describe an organic reaction: reactants, conditions, products, and yield Run in C(C)O (ethanol). Starting materials: [OH-].[Na+] (sodium hydroxide), CN1CCC2(CC1)C(NC1=NC=C(C=C1C2)/C=C/C(=O)OCC)=O ((E)-ethyl 3-(1′-methyl-2-oxo-2,4-dihydro-1H-spiro[[1,8]naphthyridine-3,4′-piperidine]-6-yl)acrylate), ClCCl (dichloromethane). RXN SMILES: [OH-].[Na+].CN1CC[C:7]2([CH2:18][C:17]3[C:12](=[N:13][CH:14]=[C:15](/[CH:19]=[CH:20]/[C:21]([O:23]CC)=[O:22])[CH:16]=3)[NH:11][C:10]2=[O:26])CC1.[Cl:27]CCl>C(O)C>[ClH:27].[O:26]=[C:10]1[NH:11][C:12]2[N:13]=[CH:14][C:15](/[CH:19]=[CH:20]/[C:21]([OH:23])=[O:22])=[CH:16][C:17]=2[CH2:18][CH2:7]1 |f:0.1,5.6|. Yield: 66.0%. Procedure: An aqueous solution of sodium hydroxide (1N, 7.83 mL) was added to a solution of (E)-ethyl 3-(1′-methyl-2-oxo-2,4-dihydro-1H-spiro[[1,8]naphthyridine-3,4′-piperidine]-6-yl)acrylate (860 mg, 2.61 mmol) in a mixture of dichloromethane (10 mL) and ethanol (10 mL) at room temperature. The reaction mixture was stirred at 45° C. overnight then concentrated to dryness. The residue was acidified by addition of an aqueous solution of hydrochloric acid (1N, 30 mL) until pH 1. The resulting solid was filte... Product: Cl.O=C1CCC=2C=C(C=NC2N1)/C=C/C(=O)O ((E)-3-(7-Oxo-5,6,7,8-tetrahydro-1,8-naphthyridin-3-yl)-acrylic acid hydrochloride), solid. Conditions: temperature 45 celsius, time 8 hour. Reactants: C(C)(=O)N1C(=C(C=C1)N1CCCC1)C(=O)C=1C(=NC=CC1)NC1=CC(=CC=C1)Cl (1-acetyl-2-[2-[(3-chlorophenyl)amino]-3-pyridinylcarbonyl]-3-(1-pyrrolidinyl)-1H-pyrrole), O.C1(=CC=C(C=C1)S(=O)(=O)O)C (p-toluenesulfonic acid monohydrate), C1=CC=CC=C1 (benzene). Run in C(C)(C)(C)O (tert-butanol). The product is ClC=1C=C(C=CC1)N1C2=C(C(C=3C=CC=NC13)=O)NC=C2 (4-(3-chlorophenyl)-1,4-dihydro-9H-pyrrolo[3,2-b][1,8]-naphthyridin-9-one). As a reaction SMILES: C([N:4]1[CH:8]=[CH:7][C:6](N2CCCC2)=[C:5]1[C:14]([C:16]1[C:17]([NH:22][C:23]2[CH:28]=[CH:27][CH:26]=[C:25]([Cl:29])[CH:24]=2)=[N:18][CH:19]=[CH:20][CH:21]=1)=[O:15])(=O)C.O.C1(C)C=CC(S(O)(=O)=O)=CC=1.C1C=CC=CC=1>C(O)(C)(C)C>[Cl:29][C:25]1[CH:24]=[C:23]([N:22]2[C:17]3[N:18]=[CH:19][CH:20]=[CH:21][C:16]=3[C:14](=[O:15])[C:5]3[NH:4][CH:8]=[CH:7][C:6]2=3)[CH:28]=[CH:27][CH:26]=1 |f:1.2|. Procedure details: Reflux a mixture of 1-acetyl-2-[2-[(3-chlorophenyl)amino]-3-pyridinylcarbonyl]-3-(1-pyrrolidinyl)-1H-pyrrole (0.45 g), p-toluenesulfonic acid monohydrate (0.21 g) in a solvent of benzene (20 ml), and tert-butanol for 12 hours. Evaporate solvent and partition the residue between CHCl3 and 1M NaHCO3. Wash the CHCl3 solution with water, dry and filter the solution. Evaporate the solvent, and triturate the residue with CHCl3 to give 4-(3-chlorophenyl)-1,4-dihydro-9H-pyrrolo[3,2-b][1,8]-naphthyridin-... Reactants: O=C(O)c1c[nH]c2cc(Cl)ccc12, c1cc2c(c(C3CCNCC3)c1)OCC2. Yields the product O=C(c1c[nH]c2cc(Cl)ccc12)N1CCC(c2cccc3c2OCC3)CC1. As a reaction SMILES: [Cl:16][c:17]1[cH:18][cH:19][c:20]2[c:21]([C:26](=[O:27])[OH:28])[cH:22][nH:23][c:24]2[cH:25]1.[O:1]1[CH2:2][CH2:3][c:4]2[c:5]1[c:6]([CH:10]1[CH2:11][CH2:12][NH:13][CH2:14][CH2:15]1)[cH:7][cH:8][cH:9]2>>[O:1]1[CH2:2][CH2:3][c:4]2[c:5]1[c:6]([CH:10]1[CH2:11][CH2:12][N:13]([C:26]([c:21]3[c:20]4[cH:19][cH:18][c:17]([Cl:16])[cH:25][c:24]4[nH:23][cH:22]3)=[O:27])[CH2:14][CH2:15]1)[cH:7][cH:8][cH:9]2. The reactants are NC=1C=CC(=C2CN(C(C12)=O)C)C1CCC(CC1)O (7-amino-4-(4-hydroxycyclohexyl)-2-methyl-2,3-dihydro-1H-isoindol-1-one), ClC1=NC(=NC=C1C(F)(F)F)NC1=CC=C(CP(OCC(F)(F)F)(OCC(F)(F)F)=O)C=C1 (bis(2,2,2-trifluoroethyl) (4-{[4-chloro-5-(trifluoromethyl)pyrimidin-2-yl]amino}benzyl)phosphonate), ClC1=NC(=NC=C1C(F)(F)F)NC1=CC=C(CP(OCC(F)(F)F)(OCC(F)(F)F)=O)C=C1 (bis(2,2,2-trifluoroethyl) (4-{[4-chloro-5-(trifluoromethyl)pyrimidin-2-yl]amino}benzyl)phosphonate). Product: O[C@@H]1CC[C@H](CC1)C=1C=CC(=C2C(N(CC12)C)=O)NC1=NC(=NC=C1C(F)(F)F)NC1=CC=C(CP(OCC(F)(F)F)(OCC(F)(F)F)=O)C=C1 (Bis(2,2,2-trifluoroethyl) (4-{[4-{[7-(trans-4-hydroxycyclohexyl)-2-methyl-3-oxo-2,3-dihydro-1H-isoindol-4-yl]amino}-5-(trifluoromethyl)pyrimidin-2-yl]amino}benzyl)phosphonate), title material. As a reaction SMILES: Cl[C:2]1[C:7]([C:8]([F:11])([F:10])[F:9])=[CH:6][N:5]=[C:4]([NH:12][C:13]2[CH:33]=[CH:32][C:16]([CH2:17][P:18](=[O:31])([O:25][CH2:26][C:27]([F:30])([F:29])[F:28])[O:19][CH2:20][C:21]([F:24])([F:23])[F:22])=[CH:15][CH:14]=2)[N:3]=1.[NH2:34][C:35]1[CH:36]=[CH:37][C:38]([CH:46]2[CH2:51][CH2:50][CH:49]([OH:52])[CH2:48][CH2:47]2)=[C:39]2[C:43]=1[C:42](=[O:44])[N:41]([CH3:45])[CH2:40]2>>[OH:52][C@H:49]1[CH2:50][CH2:51][C@H:46]([C:38]2[CH:37]=[CH:36][C:35]([NH:34][C:2]3[C:7]([C:8]([F:10])([F:9])[F:11])=[CH:6][N:5]=[C:4]([NH:12][C:13]4[CH:33]=[CH:32][C:16]([CH2:17][P:18](=[O:31])([O:25][CH2:26][C:27]([F:29])([F:30])[F:28])[O:19][CH2:20][C:21]([F:23])([F:24])[F:22])=[CH:15][CH:14]=4)[N:3]=3)=[C:43]3[C:39]=2[CH2:40][N:41]([CH3:45])[C:42]3=[O:44])[CH2:47][CH2:48]1. Procedure details: The title compound was prepared according to the procedure from Example 102 using bis(2,2,2-trifluoroethyl) (4-{[4-chloro-5-(trifluoromethyl)pyrimidin-2-yl]amino}benzyl)phosphonate (Compound 165A, 35.7 mg, 0.0671 mmol) and 7-amino-4-(4-hydroxycyclohexyl)-2-methyl-2,3-dihydro-1H-isoindol-1-one (18.5 mg, 0.0711 mmol). The crude material was first purified on a Teledyne/ISCO system eluting with 50-100% EtOAc:Heptane followed by MDP (under acidic conditions; formic acid). The desired fractions were ... Reactants: IC1=NC(=CC(=C1)C1=CC=C(C=C1)C(F)(F)F)C (2-iodo-6-methyl-4-(4-trifluoromethyl-phenyl)pyridine), BrC1=CC=C(S1)B(O)O (5-bromthiophene-2-boronic acid). Product: BrC1=CC=C(S1)C1=NC(=CC(=C1)C1=CC=C(C=C1)C(F)(F)F)C (2-(5-Bromo-thiophen-2-yl)-6-methyl-4-(4-trifluoromethyl-phenyl)-pyridine), solid. Isolated yield 43.0%. As a reaction SMILES: I[C:2]1[CH:7]=[C:6]([C:8]2[CH:13]=[CH:12][C:11]([C:14]([F:17])([F:16])[F:15])=[CH:10][CH:9]=2)[CH:5]=[C:4]([CH3:18])[N:3]=1.[Br:19][C:20]1[S:24][C:23](B(O)O)=[CH:22][CH:21]=1>>[Br:19][C:20]1[S:24][C:23]([C:2]2[CH:7]=[C:6]([C:8]3[CH:13]=[CH:12][C:11]([C:14]([F:17])([F:16])[F:15])=[CH:10][CH:9]=3)[CH:5]=[C:4]([CH3:18])[N:3]=2)=[CH:22][CH:21]=1. Procedure: The title compound was prepared from 2-iodo-6-methyl-4-(4-trifluoromethyl-phenyl)pyridine (example A.31) (1.00 g, 2.75 mmol) and commercially available 5-bromthiophene-2-boronic acid (0.570 g, 2.75 mmol) according to the general procedure IVb. Obtained as a light yellow solid (0.480 g, 43%). MS (ISP) 398.0 [(M+H)+] and 400.0 [(M+2+H)+]. The reactants are C1(=CC=CC=C1)C1(OC(N2C1CNCC2)=O)C2=CC=CC=C2 (hexahydro-1,1-diphenyl-3H-oxazolo[3,4-a]pyrazin-3-one), C(C)(C)N(CC)C(C)C (diisopropylethylamine), ClC=1OC2=C(N1)C=CC=C2 (2-chlorobenzoxazole). Run in O1CCCC1 (tetrahydrofuran). Conditions: time 3 hour. Product: O1C(=NC2=C1C=CC=C2)N2CC1N(CC2)C(OC1(C1=CC=CC=C1)C1=CC=CC=C1)=O (7-(Benzoxazol-2-yl)-hexahydro-1,1-diphenyl-3H-oxazolo[3,4-a]pyrazin-3-one). Isolated yield 62.0%. Reaction SMILES: [C:1]1([C:7]2([C:17]3[CH:22]=[CH:21][CH:20]=[CH:19][CH:18]=3)[CH:11]3[CH2:12][NH:13][CH2:14][CH2:15][N:10]3[C:9](=[O:16])[O:8]2)[CH:6]=[CH:5][CH:4]=[CH:3][CH:2]=1.C(N(C(C)C)CC)(C)C.Cl[C:33]1[O:34][C:35]2[CH:41]=[CH:40][CH:39]=[CH:38][C:36]=2[N:37]=1>O1CCCC1>[O:34]1[C:35]2[CH:41]=[CH:40][CH:39]=[CH:38][C:36]=2[N:37]=[C:33]1[N:13]1[CH2:14][CH2:15][N:10]2[C:9](=[O:16])[O:8][C:7]([C:1]3[CH:6]=[CH:5][CH:4]=[CH:3][CH:2]=3)([C:17]3[CH:18]=[CH:19][CH:20]=[CH:21][CH:22]=3)[CH:11]2[CH2:12]1. Reported procedure: To a solution of hexahydro-1,1-diphenyl-3H-oxazolo[3,4-a]pyrazin-3-one (60 mg, 0.2 mmol) in tetrahydrofuran (2 mL) were sequentially added diisopropylethylamine (0.3 mL) and 2-chlorobenzoxazole (45 mg, 0.29 mmol), and the mixture was stirred at room temperature for 3 hours. The reaction solution was concentrated under reduced pressure. Then, the residue was purified with silica gel column chromatography (hexane:ethyl acetate=3:1) and recrystallized from diisopropyl ether to obtain the title comp... Reactants: CO, C#CC(C)(C)c1cccc(C(=O)OC)c1, Cl, [Na+], [OH-]. Product: C#CC(C)(C)c1cccc(C(=O)O)c1. RXN SMILES: [CH3:19][OH:20].[CH3:1][C:2]([C:3]#[CH:4])([CH3:5])[c:6]1[cH:7][c:8]([C:9](=[O:10])[O:11][CH3:12])[cH:13][cH:14][cH:15]1.[ClH:18].[Na+:17].[OH-:16]>>[CH3:1][C:2]([C:3]#[CH:4])([CH3:5])[c:6]1[cH:7][c:8]([C:9](=[O:10])[OH:11])[cH:13][cH:14][cH:15]1.